From a dataset of the Open Reaction Database (ORD), a public repository of structured organic reaction records. describe an organic reaction: reactants, conditions, products, and yield Reactants: Cl (HCl), [H-].[Na+] (NaH), SC=1NC(C=C(C1C#N)SC)=O (2-mercapto-4-methylsulfanyl-6-oxo-1,6-dihydro-pyridine-3-carbonitrile), BrCC(=O)N (2-bromoacetamide). Run in CN(C)C=O (DMF). Conditions: time 30 minute. Product: C(#N)C1=C(NC(C=C1SC)=O)SCC(=O)N (2-(3-cyano-4-methylsulfanyl-6-oxo-1,6-dihydro-pyridin-2-ylsulfanyl)-acetamide). The yield is 70.0%. RXN SMILES: [H-].[Na+].[SH:3][C:4]1[NH:5][C:6](=[O:14])[CH:7]=[C:8]([S:12][CH3:13])[C:9]=1[C:10]#[N:11].Br[CH2:16][C:17]([NH2:19])=[O:18].Cl>CN(C=O)C>[C:10]([C:9]1[C:8]([S:12][CH3:13])=[CH:7][C:6](=[O:14])[NH:5][C:4]=1[S:3][CH2:16][C:17]([NH2:19])=[O:18])#[N:11] |f:0.1|. Procedure: NaH (2.60 g, 65.0 mmol) was added to a solution of 2-mercapto-4-methylsulfanyl-6-oxo-1,6-dihydro-pyridine-3-carbonitrile (12.5 g, 63 mmol) in DMF (300 mL) cooled in an ice water bath. The mixture was stirred for 30 min then 2-bromoacetamide was added (8.80 g, 64 mmol) as a solid in one portion. The mixture was slowly warmed to room temperature and stirred for 15 h then poured onto ice water. The mixture was acidified with 2N HCl, filtered, and the resulting precipitate was washed with diethyl et...